Dataset: the Open Reaction Database (ORD), a public repository of structured organic reaction records. Task: describe an organic reaction: reactants, conditions, products, and yield The reactants are C(Cl)Cl (CH2Cl2), ClC=1N=CC(=C2C1SC(=C2)C(=O)OC)OC2=CC=C(C=C2)Cl (Methyl 7-chloro-4-(4-chlorophenoxy)thieno[2,3-c]pyridine-2-carboxylate), C(=O)([O-])[O-].[K+].[K+] (K2CO3). The solvent is CN(C)C=O (DMF), C(C)(=O)OC(C)=O (acetic anhydride), O (H2O). Reaction conditions: temperature 60 celsius. The product is ClC1=CC=C(OC=2C3=C(C(NC2)=O)SC(=C3)C(=O)OC)C=C1 (Methyl 4-(4-Chlorophenoxy)-7-oxo-6,7-dihydrothieno[2,3-c]pyridine-2-carboxylate). RXN SMILES: Cl[C:2]1[N:3]=[CH:4][C:5]([O:15][C:16]2[CH:21]=[CH:20][C:19]([Cl:22])=[CH:18][CH:17]=2)=[C:6]2[CH:10]=[C:9]([C:11]([O:13][CH3:14])=[O:12])[S:8][C:7]=12.C(Cl)Cl.C([O-])([O-])=[O:27].[K+].[K+]>C(OC(=O)C)(=O)C.CN(C=O)C.O>[Cl:22][C:19]1[CH:20]=[CH:21][C:16]([O:15][C:5]2[C:6]3[CH:10]=[C:9]([C:11]([O:13][CH3:14])=[O:12])[S:8][C:7]=3[C:2](=[O:27])[NH:3][CH:4]=2)=[CH:17][CH:18]=1 |f:2.3.4|. Procedure: A solution of Example 311A (200 mg, 0.597 mmol) in acetic anhydride (20 mL) was heated at reflux for 18 hours. The reaction was cooled and poured over ice. The mixture was allowed to stir 1 hour before CH2Cl2 (100 mL) was added. The organic extracts were washed with 1 N NaOH (100 mL), H2O (50 mL) brine (50 mL), dried (Na2SO4), filtered and rotoevaporated to afford a crude brown residue. This residue was directly dissolved in DMF (20 mL) and H2O (3 mL), treated with K2CO3 and warmed to 60° C. for... Reactants: NC1=C(C=CC(=C1)SC1=CC=C(C=C1)C)[N+](=O)[O-] (2-amino-4-(p-methylphenylthio)-1-nitrobenzene), Cl (hydrochloric acid), C(C)(=O)O (acetic acid), Cl (hydrochloric acid), stannous chloride, C([O-])(O)=O.[K+] (potassium bicarbonate). Solvent: C(Cl)(Cl)Cl (chloroform). Product: NC1=C(C=C(C=C1)SC1=CC=C(C=C1)C)N (1,2-diamino-4-(p-methylphenylthio)-benzene). RXN SMILES: [NH2:1][C:2]1[CH:7]=[C:6]([S:8][C:9]2[CH:14]=[CH:13][C:12]([CH3:15])=[CH:11][CH:10]=2)[CH:5]=[CH:4][C:3]=1[N+:16]([O-])=O.Cl.C(O)(=O)C.C(=O)(O)[O-].[K+]>C(Cl)(Cl)Cl>[NH2:16][C:3]1[CH:4]=[CH:5][C:6]([S:8][C:9]2[CH:14]=[CH:13][C:12]([CH3:15])=[CH:11][CH:10]=2)=[CH:7][C:2]=1[NH2:1] |f:3.4|. Procedure details: 3.5 G. of 2-amino-4-(p-methylphenylthio)-1-nitrobenzene in 8 ml. concentrated hydrochloric acid is treated with a solution of 16 g. stannous chloride in 8 ml. concentrated hydrochloric acid in 20 ml. acetic acid. The mixture is heated for 1 hour on a steam bath, cooled and treated with potassium bicarbonate and chloroform. The mixture is filtered and the chloroform layer evaporated. The residue is triturated with hot cyclohexane giving 1,2-diamino-4-(p-methylphenylthio)-benzene.